Dataset: the Open Reaction Database (ORD), a public repository of structured organic reaction records. Task: describe an organic reaction: reactants, conditions, products, and yield The reactants are C1(=CC=CC=C1)CCC[C@@H](C(=O)O)[C@@H](C)O ((2R,3R)-2-(3-phenyl-1-propyl)-3-hydroxybutanoic acid), O1C(CCCC1)ON (2-tetrahydropyranyloxyamine), C(CCl)Cl (EDC). The solvent is ClCCl (dichloromethane), ClCCl (dichloromethane). Conditions: temperature 23 celsius, time 16 hour. The product is O1C(CCCC1)ONC([C@@H]([C@@H](C)O)CCCC1=CC=CC=C1)=O ((2R,3R)-2-(3-phenyl-1-propyl)-3-hydroxybutanoic acid 2-tetrahydropyranyloxyamide). Isolated yield 100.0%. As a reaction SMILES: [C:1]1([CH2:7][CH2:8][CH2:9][C@H:10]([C@H:14]([OH:16])[CH3:15])[C:11]([OH:13])=O)[CH:6]=[CH:5][CH:4]=[CH:3][CH:2]=1.[O:17]1[CH2:22][CH2:21][CH2:20][CH2:19][CH:18]1[O:23][NH2:24].C(Cl)CCl>ClCCl>[O:17]1[CH2:22][CH2:21][CH2:20][CH2:19][CH:18]1[O:23][NH:24][C:11](=[O:13])[C@H:10]([CH2:9][CH2:8][CH2:7][C:1]1[CH:2]=[CH:3][CH:4]=[CH:5][CH:6]=1)[C@H:14]([OH:16])[CH3:15]. Reported procedure: To a solution of (2R,3R)-2-(3-phenyl-1-propyl)-3-hydroxybutanoic acid (33.0 g, 148.7 mmol) in dichloromethane (300 mL) is added 2-tetrahydropyranyloxyamine (18.3 g, 156.1 mmol) and EDC (31.2 g, 163.5 mmol). The resulting solution is stirred at 23° C. for 16 h. then diluted with dichloromethane (500 mL) and washed sequentially with 1 M hydrochloric acid, saturated aqueous sodium bicarbonate solution, and saturated aqueous sodium chloride solution. The reaction mixture is dried over anhydrous magn... Reactants: Cc1c(-c2cc3ccc(C(=O)O)cc3o2)oc(=O)c(C)c1O, C[Si](C)(C)C=[N+]=[N-], CC(=O)O, CO, Cc1ccccc1. The product is COC(=O)c1ccc2cc(-c3oc(=O)c(C)c(O)c3C)oc2c1. As a reaction SMILES: [C:8](=[O:9])([OH:10])[c:11]1[cH:12][c:13]2[c:14]([cH:15][c:16](-[c:18]3[c:19]([CH3:27])[c:20]([OH:26])[c:21]([CH3:25])[c:22](=[O:24])[o:23]3)[o:17]2)[cH:28][cH:29]1.[CH3:1][Si:2]([CH:3]=[N+:4]=[N-:5])([CH3:6])[CH3:7].[CH3:30][C:31](=[O:32])[OH:33].[CH3:34][OH:35].[CH3:36][c:37]1[cH:38][cH:39][cH:40][cH:41][cH:42]1>>[C:8](=[O:9])([O:10][CH3:30])[c:11]1[cH:12][c:13]2[c:14]([cH:15][c:16](-[c:18]3[c:19]([CH3:27])[c:20]([OH:26])[c:21]([CH3:25])[c:22](=[O:24])[o:23]3)[o:17]2)[cH:28][cH:29]1.